From a dataset of the Open Reaction Database (ORD), a public repository of structured organic reaction records. describe an organic reaction: reactants, conditions, products, and yield Reactants: CCOC(C)=O, [Cl-], COCCl, Oc1ccc(Cl)nc1, [H-], [Na+], [Na+], CN(C)C=O, O. The product is COCOc1ccc(Cl)nc1. Reaction SMILES: [CH3:20][CH2:21][O:22][C:23](=[O:24])[CH3:25].[Cl-:28].[Cl:11][CH2:12][O:13][CH3:14].[Cl:3][c:4]1[n:5][cH:6][c:7]([OH:10])[cH:8][cH:9]1.[H-:1].[Na+:27].[Na+:2].[O:15]=[CH:16][N:17]([CH3:18])[CH3:19].[OH2:26]>>[Cl:3][c:4]1[n:5][cH:6][c:7]([O:10][CH2:12][O:13][CH3:14])[cH:8][cH:9]1. The reactants are CS(=O)(=O)C1=NC=CC(=N1)C=1C=C2C(=NC1C1=CC(=CC=C1)C(F)(F)F)NN=C2 (5-[2-(Methylsulfonyl)pyrimidin-4-yl]-6-[3-(trifluoromethyl)phenyl]-1H-pyrazolo[3,4-b]pyridine), C1(=CC=CC=C1)[C@H](C)N ((1S)-1-phenylethylamine). Run at temperature 100 celsius. Yields the product C1(=CC=CC=C1)[C@H](C)NC1=NC=CC(=N1)C=1C=C2C(=NC1C1=CC(=CC=C1)C(F)(F)F)NN=C2 ((1S)—N-(1-Phenylethyl)-[4-[6-[3-(trifluoromethyl)phenyl]-1H-pyrazolo[3,4-b]pyridin-5-yl]pyrimidin-2-yl]amine). Isolated yield 16.7%. RXN SMILES: CS([C:5]1[N:10]=[C:9]([C:11]2[CH:12]=[C:13]3[CH:29]=[N:28][NH:27][C:14]3=[N:15][C:16]=2[C:17]2[CH:22]=[CH:21][CH:20]=[C:19]([C:23]([F:26])([F:25])[F:24])[CH:18]=2)[CH:8]=[CH:7][N:6]=1)(=O)=O.[C:30]1([C@@H:36]([NH2:38])[CH3:37])[CH:35]=[CH:34][CH:33]=[CH:32][CH:31]=1>>[C:30]1([C@@H:36]([NH:38][C:5]2[N:10]=[C:9]([C:11]3[CH:12]=[C:13]4[CH:29]=[N:28][NH:27][C:14]4=[N:15][C:16]=3[C:17]3[CH:22]=[CH:21][CH:20]=[C:19]([C:23]([F:25])([F:26])[F:24])[CH:18]=3)[CH:8]=[CH:7][N:6]=2)[CH3:37])[CH:35]=[CH:34][CH:33]=[CH:32][CH:31]=1. Reported procedure: A mixture of 5-[2-(methylsulfonyl)pyrimidin-4-yl]-6-[3-(trifluoromethyl)phenyl]-1H-pyrazolo[3,4-b]pyridine (0.55 g, 0.13 mmol, obtained in example 127) and (1S)-1-phenylethylamine (0.16 g, 1.3 mmol) was heated to 100° C. for 1 h. It was allowed to cool and the crude product obtained was purified by chromatography on silica gel using increasing polarity mixtures of EtOAc-hexane as eluent, to afford 10 mg of the title compound (yield: 16%). The reactants are CN(C)C=O, N#C[Cu], CN1CC(=O)Nc2cccc(I)c2C1=O, O. Product: CN1CC(=O)Nc2cccc(C#N)c2C1=O. RXN SMILES: [CH3:19][N:20]([CH3:21])[CH:22]=[O:23].[Cu:16][C:17]#[N:18].[I:1][c:2]1[cH:3][cH:4][cH:5][c:6]2[c:7]1[C:8](=[O:15])[N:9]([CH3:14])[CH2:10][C:11](=[O:13])[NH:12]2.[OH2:24]>>[c:2]1([C:17]#[N:18])[cH:3][cH:4][cH:5][c:6]2[c:7]1[C:8](=[O:15])[N:9]([CH3:14])[CH2:10][C:11](=[O:13])[NH:12]2. Starting materials: COc1ccc2[nH]c(=O)oc2c1, CN1CCCC1=O, COc1cc(N2CCN(C(=O)CCl)CC2)ccc1Cl, [K+], [K+], O=C([O-])[O-]. The product is COc1ccc2c(c1)oc(=O)n2CC(=O)N1CCN(c2ccc(Cl)c(OC)c2)CC1. RXN SMILES: [CH3:20][O:21][c:22]1[cH:23][c:24]2[c:25]([nH:26][c:27](=[O:29])[o:28]2)[cH:30][cH:31]1.[CH3:38][N:39]1[CH2:40][CH2:41][CH2:42][C:43]1=[O:44].[Cl:1][CH2:2][C:3](=[O:4])[N:5]1[CH2:6][CH2:7][N:8]([c:11]2[cH:12][c:13]([O:18][CH3:19])[c:14]([Cl:17])[cH:15][cH:16]2)[CH2:9][CH2:10]1.[K+:32].[K+:33].[O-:34][C:35]([O-:36])=[O:37]>>[CH2:2]([C:3](=[O:4])[N:5]1[CH2:6][CH2:7][N:8]([c:11]2[cH:12][c:13]([O:18][CH3:19])[c:14]([Cl:17])[cH:15][cH:16]2)[CH2:9][CH2:10]1)[n:26]1[c:25]2[c:24]([cH:23][c:22]([O:21][CH3:20])[cH:31][cH:30]2)[o:28][c:27]1=[O:29]. Reactants: BrC=1C=C(C=CC1)NCC(=O)O (3-bromophenylglycine), C(C)O (ethanol), C([O-])([O-])=O.[Na+].[Na+] (sodium carbonate). Conditions: temperature 80 celsius, time 24 hour. The product is BrC=1C=C(C=CC1)NCC(=O)OCC (ethyl 3-bromophenylglycinate). Reaction SMILES: [Br:1][C:2]1[CH:3]=[C:4]([NH:8][CH2:9][C:10]([OH:12])=[O:11])[CH:5]=[CH:6][CH:7]=1.C(=O)([O-])[O-].[Na+].[Na+].[CH2:19](O)[CH3:20]>>[Br:1][C:2]1[CH:3]=[C:4]([NH:8][CH2:9][C:10]([O:12][CH2:19][CH3:20])=[O:11])[CH:5]=[CH:6][CH:7]=1 |f:1.2.3|. Procedure details: A mixture of 21.3 g of 3-bromophenylglycine in 160 cm3 of 6.5N hydrochloric ethanol is heated with stirring for 24 hours at a temperature in the region of 80° C. The reaction medium is filtered and the filter cake is then washed with twice 30 cm3 of ethanol. The filtrate is concentrated under reduced pressure (5 kPa) at a temperature in the region of 40° C. An oil is obtained, which is basified by addition of aqueous sodium carbonate solution. The mixture is extracted with 3 times 100 cm3 of eth... Starting materials: BrC1=NC=C(N=C1)Br (2,5-dibromopyrazine), C(C=C)(=O)OCC (ethyl acrylate), C1(=C(C=CC=C1)P(C1=C(C=CC=C1)C)C1=C(C=CC=C1)C)C (tri(o-tolyl)phosphine). The reagents and catalysts are C(C)(=O)[O-].[Pd+2].C(C)(=O)[O-] (palladium(II) acetate). Solvent: CN(C)C=O (DMF), C(C)(C)N(CC)C(C)C (diisopropylethylamine). Conditions: temperature 115 celsius. Product: BrC=1N=CC(=NC1)/C=C/C(=O)OCC (ethyl(E)-3-(5-bromo-2-pyrazinyl)-2-propenoate). Isolated yield 8.6%. RXN SMILES: Br[C:2]1[CH:7]=[N:6][C:5]([Br:8])=[CH:4][N:3]=1.[C:9]([O:13][CH2:14][CH3:15])(=[O:12])[CH:10]=[CH2:11].C1(C)C=CC=CC=1P(C1C=CC=CC=1C)C1C=CC=CC=1C>CN(C=O)C.C(N(C(C)C)CC)(C)C.C([O-])(=O)C.[Pd+2].C([O-])(=O)C>[Br:8][C:5]1[N:6]=[CH:7][C:2](/[CH:11]=[CH:10]/[C:9]([O:13][CH2:14][CH3:15])=[O:12])=[N:3][CH:4]=1 |f:5.6.7|. Procedure: A solution of 2,5-dibromopyrazine (238.0 mg, 1.0 mmol), ethyl acrylate (174.0 μL, 1.6 mmol), palladium(II) acetate (3.4 mg, 0.015 mmol), and tri(o-tolyl)phosphine (36.5 mg, 0.12 mmol) in DMF (1.4 mL) and diisopropylethylamine (0.7 mL) was heated at reflux (115° C. oil bath) for 4.4 h, cooled to room temperature, and then quenched with H2O. The suspension was extracted with EtOAc (300 mL). The extract was washed (brine) and dried. After solvent removal at reduced pressure, the residue was purifie... The reactants are FC(C(=O)O)(F)F (Trifluoroacetic acid), C(C)(C)(C)OC(=O)N1C(=NC=C1C1=CC=C(C=C1)C#CC1=CC=CC=C1)NC(=O)OC(C)(C)C (2-tert-butoxycarbonylamino-5-(4-phenylethynylphenyl)imidazole-1-carboxylic acid tert-butyl ester), C1(=CC=CC=C1)C (Toluene). The solvent is ClCCl (dichloromethane). Reaction conditions: temperature 0 celsius. Yields the product C1(=CC=CC=C1)C#CC1=CC=C(C=C1)C1=CN=C(N1)N (5-(4-phenylethynylphenyl)-1H-imidazol-2-ylamine). The yield is 109.7%. As a reaction SMILES: C(OC([N:8]1[C:12]([C:13]2[CH:18]=[CH:17][C:16]([C:19]#[C:20][C:21]3[CH:26]=[CH:25][CH:24]=[CH:23][CH:22]=3)=[CH:15][CH:14]=2)=[CH:11][N:10]=[C:9]1[NH:27]C(OC(C)(C)C)=O)=O)(C)(C)C.FC(F)(F)C(O)=O.C1(C)C=CC=CC=1>ClCCl>[C:21]1([C:20]#[C:19][C:16]2[CH:17]=[CH:18][C:13]([C:12]3[NH:8][C:9]([NH2:27])=[N:10][CH:11]=3)=[CH:14][CH:15]=2)[CH:26]=[CH:25][CH:24]=[CH:23][CH:22]=1. Reported procedure: 2-tert-butoxycarbonylamino-5-(4-phenylethynylphenyl)imidazole-1-carboxylic acid tert-butyl ester (0.039 g, 0.109 mmol) was dissolved in anhydrous dichloromethane (5 mL) and cooled to 0° C. Trifluoroacetic acid (0.250 mL) was added drop-wise while the reaction continued to stir at 0° C. Upon completion, the reaction was allowed to warm to room temperature over the course of 12 h. Toluene (2 mL) was added and the reaction was evaporated to dryness. The crude TFA salt was then dissolved in dichloro...